From a dataset of the Open Reaction Database (ORD), a public repository of structured organic reaction records. describe an organic reaction: reactants, conditions, products, and yield Reactants: NC1=C(C#N)C=C(C=C1[N+](=O)[O-])F (2-amino-5-fluoro-3-nitrobenzonitrile), O (water). Solvent: polyphosphoric acid, ClCCl (dichloromethane). Conditions: time 10 minute. Yields the product NC1=C(C(=O)N)C=C(C=C1[N+](=O)[O-])F (2-amino-5-fluoro-3-nitrobenzamide). Reaction SMILES: [NH2:1][C:2]1[C:9]([N+:10]([O-:12])=[O:11])=[CH:8][C:7]([F:13])=[CH:6][C:3]=1[C:4]#[N:5].[OH2:14]>ClCCl>[NH2:1][C:2]1[C:9]([N+:10]([O-:12])=[O:11])=[CH:8][C:7]([F:13])=[CH:6][C:3]=1[C:4]([NH2:5])=[O:14]. Procedure details: A suspension of EXAMPLE 45B (13.9 g) in polyphosphoric acid (400 g) was stirred at 115° C. for 3 hours. After cooling, water and dichloromethane were added and the mixture stirred at ambient temperature for 10 minutes. The solid material was collected by filtration and recrystallized from methanol. The reactants are C(=O)C=1C=CC2=C(C=C(O2)C(=O)OCC2=CC=CC=C2)C1 (benzyl 5-formylbenzofuran-2-carboxylate), Cl(=O)[O-].[Na+] (sodium chlorite), S(N)(O)(=O)=O (sulfamic acid). Run in C1CCOC1 (THF), C(C)(C)(C)O (t-butanol), O (water). Conditions: time 3 hour. The product is C(=O)(O)C=1C=CC2=C(C=C(O2)C(=O)OCC2=CC=CC=C2)C1 (Benzyl 5-Carboxybenzofuran-2-carboxylate). The yield is 67.7%. RXN SMILES: [CH:1]([C:3]1[CH:4]=[CH:5][C:6]2[O:10][C:9]([C:11]([O:13][CH2:14][C:15]3[CH:20]=[CH:19][CH:18]=[CH:17][CH:16]=3)=[O:12])=[CH:8][C:7]=2[CH:21]=1)=[O:2].Cl([O-])=[O:23].[Na+].S(=O)(=O)(O)N>C1COCC1.C(O)(C)(C)C.O>[C:1]([C:3]1[CH:4]=[CH:5][C:6]2[O:10][C:9]([C:11]([O:13][CH2:14][C:15]3[CH:16]=[CH:17][CH:18]=[CH:19][CH:20]=3)=[O:12])=[CH:8][C:7]=2[CH:21]=1)([OH:23])=[O:2] |f:1.2|. Reported procedure: To a solution of benzyl 5-formylbenzofuran-2-carboxylate (0.380 g, 0.1.36 mmol) in THF (5 mL) and t-butanol (1 mL) was added slowly a solution of sodium chlorite (0.245 g 2.71 mmol) and sulfamic acid (0.277 g, 2.86 mmol) in water (2 mL). After stirring at room temperature for 3 h, the solution was partitioned between ethyl acetate and water. The organic layer was washed successively with water, saturated aqueous sodium bicarbonate, and brine then collected, dried (MgSO4), filtered and concentrat...